The task is: describe an organic reaction: reactants, conditions, products, and yield. This data is from the Open Reaction Database (ORD), a public repository of structured organic reaction records. Reactants: NC1=C(C(=O)O)C(=CC=C1)[N+](=O)[O-] (2-amino-6-nitro-benzoic acid), NC(=O)N (urea). The solvent is C(C)(=O)O (acetic acid), O (water). Product: [N+](=O)([O-])C1=C2C(NC(NC2=CC=C1)=O)=O (5-Nitro-1,2,3,4-tetrahydro-2,4-quinazolinedione). Yield: 64.6%. RXN SMILES: [NH2:1][C:2]1[CH:10]=[CH:9][CH:8]=[C:7]([N+:11]([O-:13])=[O:12])[C:3]=1[C:4]([OH:6])=O.[NH2:14][C:15](N)=[O:16]>C(O)(=O)C.O>[N+:11]([C:7]1[CH:8]=[CH:9][CH:10]=[C:2]2[C:3]=1[C:4](=[O:6])[NH:14][C:15](=[O:16])[NH:1]2)([O-:13])=[O:12]. Reported procedure: A mixture of 2-amino-6-nitro-benzoic acid (60 g, 329 mmol) and urea (257.3 g, 4285 mmol) in acetic acid (1.65 lit.) was heated to reflux for 24 h. The acetic acid was evaporated under reduced pressure and the residue obtained was diluted with water (2.5 lit). The solid product separated out was filtered and washed with water. The product was collected and dried in an air oven to give 44 g of the product as a yellow solid; 1H NMR (δ ppm, DMSO-d6, 300 MHz): 11.58 (br. s, 1H); 11.55 (br.s, 1H); 7.7...